This data is from the Open Reaction Database (ORD), a public repository of structured organic reaction records. The task is: describe an organic reaction: reactants, conditions, products, and yield Yields the product ClC1=CC=C(C(=O)O[C@H]2[C@H]3O[C@@H](C=C2)CO3)C=C1 (1,6-anhydro-2-O-(4-chlorobenzoyl)-3,4-dideoxy-β-D-erythro-hex-3-enopyranose). Starting materials: CCOC(=O)/N=N/C(=O)OCC (diethylazodicarboxylate), resultant solution, [C@H]12[C@@H](O)C=C[C@H](O1)CO2 (1,6-anhydro-3,4-dideoxy-β-D-threo-hex-3-enopyranose), C1(=CC=CC=C1)P(C1=CC=CC=C1)C1=CC=CC=C1 (triphenyl phosphine), ClC1=CC=C(C(=O)O)C=C1 (4-chlorobenzoic acid). Run in C1CCOC1 (THF), C1CCOC1 (THF). The yield is 84.4%. RXN SMILES: [C@@H:1]12[O:9][CH2:8][C@@H:6]([O:7]1)[CH:5]=[CH:4][C@@H:2]2[OH:3].C1(P(C2C=CC=CC=2)C2C=CC=CC=2)C=CC=CC=1.[Cl:29][C:30]1[CH:38]=[CH:37][C:33]([C:34](O)=[O:35])=[CH:32][CH:31]=1.CCOC(/N=N/C(OCC)=O)=O>C1COCC1>[Cl:29][C:30]1[CH:38]=[CH:37][C:33]([C:34]([O:3][C@@H:2]2[CH:4]=[CH:5][C@H:6]3[CH2:8][O:9][C@@H:1]2[O:7]3)=[O:35])=[CH:32][CH:31]=1. Reported procedure: 1.28 g (10.0 mmol) of 1,6-anhydro-3,4-dideoxy-β-D-threo-hex-3-enopyranose, 5.25 g (20.0 mmol) of triphenyl phosphine, and 3.13 g (20.0 mmol) of 4-chlorobenzoic acid were added to 16 ml of dry THF, and a solution obtained by dissolving 3.13 g (20.0 mmol) of diethylazodicarboxylate in 16 ml of dry THF was gradually dropped in the above mixture in a nitrogen-sealed ice-water bath. The resultant solution was stirred at room temperature for 22 hours. The solvent was distilled from the reaction soluti... The reactants are Cc1ccsc1C=O, Cc1ccccc1, OCCO, Cc1ccc(S(=O)(=O)O)cc1. The product is Cc1ccsc1C1OCCO1. Reaction SMILES: [CH3:1][c:2]1[c:3]([CH:7]=[O:8])[s:4][cH:5][cH:6]1.[CH3:24][c:25]1[cH:26][cH:27][cH:28][cH:29][cH:30]1.[OH:9][CH2:10][CH2:11][OH:12].[c:13]1([CH3:14])[cH:15][cH:16][c:17]([S:18]([OH:19])(=[O:20])=[O:21])[cH:22][cH:23]1>>[CH3:1][c:2]1[c:3]([CH:7]2[O:8][CH2:11][CH2:10][O:9]2)[s:4][cH:5][cH:6]1. The reactants are C(C1=CC=CC=C1)(=O)OC1CCC=2NC3=CC(=C(C=C3C2C1)OC)OC (3-benzoyloxy-6,7-dimethoxy-1,2,3,4-tetrahydrocarbazole), [H-].[Na+] (sodium hydride), BrCC(=O)OCC (ethyl bromoacetate). The solvent is CN(C=O)C (dimethylformamide). The product is C(C1=CC=CC=C1)(=O)OC1CCC=2N(C3=CC(=C(C=C3C2C1)OC)OC)CC(=O)OCC (3-benzoyloxy-6,7-dimethoxy-9-carbethoxymethyl-1,2,3,4-tetrahydrocarbazole). RXN SMILES: [C:1]([O:9][CH:10]1[CH2:22][C:21]2[C:20]3[C:15](=[CH:16][C:17]([O:25][CH3:26])=[C:18]([O:23][CH3:24])[CH:19]=3)[NH:14][C:13]=2[CH2:12][CH2:11]1)(=[O:8])[C:2]1[CH:7]=[CH:6][CH:5]=[CH:4][CH:3]=1.[H-].[Na+].Br[CH2:30][C:31]([O:33][CH2:34][CH3:35])=[O:32]>CN(C)C=O>[C:1]([O:9][CH:10]1[CH2:22][C:21]2[C:20]3[C:15](=[CH:16][C:17]([O:25][CH3:26])=[C:18]([O:23][CH3:24])[CH:19]=3)[N:14]([CH2:30][C:31]([O:33][CH2:34][CH3:35])=[O:32])[C:13]=2[CH2:12][CH2:11]1)(=[O:8])[C:2]1[CH:3]=[CH:4][CH:5]=[CH:6][CH:7]=1 |f:1.2|. Procedure details: The 3-benzoyloxy-6,7-dimethoxy-9-carbethoxymethyl-1,2,3,4-tetrahydrocarbazole was prepared by following an alkylation procedure similar to that described in Example 11 but using 17.6 g. of 3-benzoyloxy-6,7-dimethoxy-1,2,3,4-tetrahydrocarbazole (see Example 4) and 2.14 g. of sodium hydride (56% in mineral oil) in 200 ml. of dimethylformamide, and 8.4 g. of ethyl bromoacetate. The crude product in ethyl acetate was filtered through alumina, the filtrate was evaporated to dryness under reduced pres...